This data is from the Open Reaction Database (ORD), a public repository of structured organic reaction records. The task is: describe an organic reaction: reactants, conditions, products, and yield The reactants are C(CC(O)(C(=O)O)CC(=O)O)(=O)O (citric acid). Solvent: O (water). Run at temperature 80 celsius. Yields the product O.C(CC(O)(C(=O)O)CC(=O)O)(=O)O (citric acid water). As a reaction SMILES: [C:1]([OH:13])(=[O:12])[CH2:2][C:3]([CH2:8][C:9]([OH:11])=[O:10])([C:5]([OH:7])=[O:6])[OH:4]>O>[OH2:4].[C:1]([OH:13])(=[O:12])[CH2:2][C:3]([CH2:8][C:9]([OH:11])=[O:10])([C:5]([OH:7])=[O:6])[OH:4] |f:2.3|. Procedure details: Further, citric acid (approximately 30 g), which enables certain catalytic reactions, is stirred with silicon (approximately 30 g) simultaneously into water, and then heated at 80° C. for approximately one hour to produce citric acid water.